Dataset: the Open Reaction Database (ORD), a public repository of structured organic reaction records. Task: describe an organic reaction: reactants, conditions, products, and yield Reactants: BrC1=C(C=O)C(=CC(=C1)C(F)(F)F)C(F)(F)F (2-bromo-4,6-bis(trifluoromethyl)benzaldehyde), CC1(OB(OC1(C)C)C=1C=CC(=NC1)C(=O)NCCC(=O)OCC)C (ethyl 3-(5-(4,4,5,5-tetramethyl-1,3,2-dioxaborolan-2-yl)picolinamido)propanoate), C(=O)([O-])[O-].[K+].[K+] (K2CO3). Reagents/catalysts: C1=CC=C(C=C1)P([C-]2C=CC=C2)C3=CC=CC=C3.C1=CC=C(C=C1)P([C-]2C=CC=C2)C3=CC=CC=C3.Cl[Pd]Cl.[Fe+2] (Pd(dppf)Cl2). Solvent: O1CCOCC1 (1,4-dioxane), C(Cl)Cl (DCM). Conditions: temperature 100 celsius. Yields the product C(=O)C1=C(C=C(C=C1C(F)(F)F)C(F)(F)F)C=1C=CC(=NC1)C(=O)NCCC(=O)OCC (ethyl 3-(5-(2-formyl-3,5-bis(trifluoromethyl)phenyl)picolinamido)propanoate). As a reaction SMILES: Br[C:2]1[CH:9]=[C:8]([C:10]([F:13])([F:12])[F:11])[CH:7]=[C:6]([C:14]([F:17])([F:16])[F:15])[C:3]=1[CH:4]=[O:5].CC1(C)C(C)(C)OB([C:26]2[CH:27]=[CH:28][C:29]([C:32]([NH:34][CH2:35][CH2:36][C:37]([O:39][CH2:40][CH3:41])=[O:38])=[O:33])=[N:30][CH:31]=2)O1.C([O-])([O-])=O.[K+].[K+]>O1CCOCC1.C(Cl)Cl.C1C=CC(P(C2C=CC=CC=2)[C-]2C=CC=C2)=CC=1.C1C=CC(P(C2C=CC=CC=2)[C-]2C=CC=C2)=CC=1.Cl[Pd]Cl.[Fe+2]>[CH:4]([C:3]1[C:6]([C:14]([F:17])([F:16])[F:15])=[CH:7][C:8]([C:10]([F:13])([F:12])[F:11])=[CH:9][C:2]=1[C:26]1[CH:27]=[CH:28][C:29]([C:32]([NH:34][CH2:35][CH2:36][C:37]([O:39][CH2:40][CH3:41])=[O:38])=[O:33])=[N:30][CH:31]=1)=[O:5] |f:2.3.4,7.8.9.10|. Reported procedure: 2-bromo-4,6-bis(trifluoromethyl)benzaldehyde (100 mg, 0.31 mmol), ethyl 3-(5-(4,4,5,5-tetramethyl-1,3,2-dioxaborolan-2-yl)picolinamido)propanoate (119 mg, 0.34 mmol), Pd(dppf)Cl2 (23 mg, 0.03 mmol), and 2M K2CO3 (0.31 mL, 0.62 mmol), were dissolved in 1,4-dioxane (1.0 mL) and heated to 100° C. After 70 min the resulting mixture was cooled to room temperature, diluted with DCM, dried (Na2SO4), concentrated and purified via column chromatography to yield the title compound. Reaction SMILES: [CH3:1][C:2]1([CH3:36])[O:3][CH2:4][CH:5]([CH2:7][n:8]2[n:9][c:10]([NH:13][C:14]([CH:15]([CH2:16][CH:17]([CH3:18])[CH3:19])[N:20]3[C:21](=[O:34])[CH:22]=[C:23]([O:25][c:26]4[c:27]([F:33])[cH:28][c:29]([F:32])[cH:30][cH:31]4)[CH2:24]3)=[O:35])[cH:11][cH:12]2)[O:6]1.[CH3:49][OH:50].[CH3:51][CH2:52][O:53][C:54](=[O:55])[CH3:56].[OH2:37].[c:38]1([CH3:39])[cH:40][cH:41][c:42]([S:43]([OH:44])(=[O:45])=[O:46])[cH:47][cH:48]1>>[OH:3][CH2:4][CH:5]([OH:6])[CH2:7][n:8]1[n:9][c:10]([NH:13][C:14]([CH:15]([CH2:16][CH:17]([CH3:18])[CH3:19])[N:20]2[C:21](=[O:34])[CH:22]=[C:23]([O:25][c:26]3[c:27]([F:33])[cH:28][c:29]([F:32])[cH:30][cH:31]3)[CH2:24]2)=[O:35])[cH:11][cH:12]1. Yields the product CC(C)CC(C(=O)Nc1ccn(CC(O)CO)n1)N1CC(Oc2ccc(F)cc2F)=CC1=O. The reactants are CC(C)CC(C(=O)Nc1ccn(CC2COC(C)(C)O2)n1)N1CC(Oc2ccc(F)cc2F)=CC1=O, CO, CCOC(C)=O, O, Cc1ccc(S(=O)(=O)O)cc1. Starting materials: C(C)(C)(C)OC(N(C)C(CC(C)C)C(NC(CC1=CC=C(C=C1)OCC1=CC=CC=C1)C(NC(C)(C)C)=O)=O)=O ({1-[2-(4-Benzyloxy-phenyl)-1-tert-butylcarbamoyl-ethylcarbamoyl]-3-methyl-butyl}-methyl-carbamic acid tert-butyl ester), FC(C(=O)O)(F)F (trifluoroacetic acid). The solvent is C(Cl)Cl (CH2Cl2). Conditions: time 15 minute. Yields the product C(C1=CC=CC=C1)OC1=CC=C(C=C1)CC(C(NC(C)(C)C)=O)NC(C(CC(C)C)NC)=O (4-methyl-2-methylamino-pentanoic acid [2-(4-benzyloxy-phenyl)-1-tert-butylcarbamoyl-ethyl]-amide). Reaction SMILES: C(O[C:6](=O)[N:7]([CH:9]([C:14](=[O:39])[NH:15][CH:16]([C:32](=[O:38])[NH:33][C:34]([CH3:37])([CH3:36])[CH3:35])[CH2:17][C:18]1[CH:23]=[CH:22][C:21]([O:24][CH2:25][C:26]2[CH:31]=[CH:30][CH:29]=[CH:28][CH:27]=2)=[CH:20][CH:19]=1)[CH2:10][CH:11]([CH3:13])[CH3:12])C)(C)(C)C.FC(F)(F)C(O)=O>C(Cl)Cl>[CH2:25]([O:24][C:21]1[CH:22]=[CH:23][C:18]([CH2:17][CH:16]([NH:15][C:14](=[O:39])[CH:9]([NH:7][CH3:6])[CH2:10][CH:11]([CH3:12])[CH3:13])[C:32](=[O:38])[NH:33][C:34]([CH3:36])([CH3:35])[CH3:37])=[CH:19][CH:20]=1)[C:26]1[CH:27]=[CH:28][CH:29]=[CH:30][CH:31]=1. Reported procedure: [S-(R*,R*)]-{1-[2-(4-Benzyloxy-phenyl)-1-tert-butylcarbamoyl-ethylcarbamoyl]-3-methyl-butyl}-methyl-carbamic acid tert-butyl ester (4.0 g, 7.24 mmol) was dissolved in CH2Cl2 (24 mL) and treated with trifluoroacetic acid (16 mL). The reaction was stirred for 15 minutes, then concentrated, diluted with EtOAc (300 mL), washed with bicarbonate solution (3×300 mL) and brine (300 mL), dried over Na2SO4, and concentrated. The crude material was chromatographed on silica gel eluting with 8% MeOH/CH2Cl2 ... Starting materials: BrC1=CC(=C(CO)C=C1)F (4-bromo-2-fluorobenzyl alcohol), ClC(=O)N1CCN(CC1)C(=O)OC(C)(C)C (1-chlorocarbonyl-4-tert-butoxycarbonylpiperazine). Yields the product Cl.N1(CCNCC1)C(=O)OCC1=C(C=C(C=C1)Br)F (4-Bromo-2-fluorobenzyl piperazine-1-carboxylate hydrochloride), product. Isolated yield 26.5%. RXN SMILES: [Br:1][C:2]1[CH:9]=[CH:8][C:5]([CH2:6][OH:7])=[C:4]([F:10])[CH:3]=1.[Cl:11][C:12]([N:14]1[CH2:19][CH2:18][N:17](C(OC(C)(C)C)=O)[CH2:16][CH2:15]1)=[O:13]>>[ClH:11].[N:14]1([C:12]([O:7][CH2:6][C:5]2[CH:8]=[CH:9][C:2]([Br:1])=[CH:3][C:4]=2[F:10])=[O:13])[CH2:19][CH2:18][NH:17][CH2:16][CH2:15]1 |f:2.3|. Procedure: 4-Bromo-2-fluorobenzyl piperazine-1-carboxylate hydrochloride was prepared from 4-bromo-2-fluorobenzyl alcohol and 1-chlorocarbonyl-4-tert-butoxycarbonylpiperazine according to the methods described for Examples 52 and 54 to give the product as a white solid (26.5%); melting point 209.5–209.6° C.; NMR δH (400 MHz, DMSO-d6) 3.078(4H, bt), 3.594(4H, bt), 5.118(2H, s), 7.455(2H, m), 7.592(1H, m) and 9.147(2H, bs).